From a dataset of the Open Reaction Database (ORD), a public repository of structured organic reaction records. describe an organic reaction: reactants, conditions, products, and yield Reactants: O=C1C(=CC(=C2C=CC=CN12)C(=O)OC)C=1C=C(C=CC1)C(F)(F)F (methyl 4-oxo-3-(α,α,α-trifluoro-m-tolyl)-4H-quinolizine-1-carboxylate), Cl (hydrochloric acid), [OH-].[Na+] (sodium hydroxide), O (water). The solvent is C(C)O (ethanol). The product is O=C1C(=CC(=C2C=CC=CN12)C(=O)O)C=1C=C(C=CC1)C(F)(F)F (4-oxo-3-(α,α,α-trifluoro-m-tolyl)-4H-quinolizine-1-carboxylic acid). Reaction SMILES: [O:1]=[C:2]1[N:11]2[C:6]([CH:7]=[CH:8][CH:9]=[CH:10]2)=[C:5]([C:12]([O:14]C)=[O:13])[CH:4]=[C:3]1[C:16]1[CH:17]=[C:18]([C:22]([F:25])([F:24])[F:23])[CH:19]=[CH:20][CH:21]=1.[OH-].[Na+].O.Cl>C(O)C>[O:1]=[C:2]1[N:11]2[C:6]([CH:7]=[CH:8][CH:9]=[CH:10]2)=[C:5]([C:12]([OH:14])=[O:13])[CH:4]=[C:3]1[C:16]1[CH:17]=[C:18]([C:22]([F:25])([F:23])[F:24])[CH:19]=[CH:20][CH:21]=1 |f:1.2|. Procedure details: 0.25 g of methyl 4-oxo-3-(α,α,α-trifluoro-m-tolyl)-4H-quinolizine-1-carboxylate was suspended in 3 ml of ethanol and treated with 3 ml of 1N sodium hydroxide solution. The mixture was heated to reflux until the reaction has finished. 13 ml of water were added and the mixture was acidified with 1N hydrochloric acid. The yellow crystals were removed by filtration and dried. After recrystallization from ethyl acetate, there was obtained 4-oxo-3-(α,α,α-trifluoro-m-tolyl)-4H-quinolizine-1-carboxylic ... Reactants: BrC(C)C1=CC(=C(S1)SC1=C(C=C(C=C1)Cl)Cl)[N+](=O)[O-] (5-(1-bromoethyl)-2-(2,4-dichlorophenyl)sulfanyl-3-nitro-thiophene), N (ammonia), steel. The solvent is CO (MeOH). Conditions: temperature 100 celsius. Yields the product ClC1=C(C=CC(=C1)Cl)SC1=C(C=C(S1)C(C)N)[N+](=O)[O-] (1-[5-(2,4-dichlorophenyl)sulfanyl-4-nitro-2-thienyl]ethanamine). Isolated yield 10.0%. As a reaction SMILES: Br[CH:2]([C:4]1[S:8][C:7]([S:9][C:10]2[CH:15]=[CH:14][C:13]([Cl:16])=[CH:12][C:11]=2[Cl:17])=[C:6]([N+:18]([O-:20])=[O:19])[CH:5]=1)[CH3:3].[NH3:21]>CO>[Cl:17][C:11]1[CH:12]=[C:13]([Cl:16])[CH:14]=[CH:15][C:10]=1[S:9][C:7]1[S:8][C:4]([CH:2]([NH2:21])[CH3:3])=[CH:5][C:6]=1[N+:18]([O-:20])=[O:19]. Procedure: 5-(1-bromoethyl)-2-(2,4-dichlorophenyl)sulfanyl-3-nitro-thiophene (0.2 g, 0.49 mmol) was dissolved in ammonia in MeOH (2 M, 8 mL). The resulting mixture was sealed in a steel bomb and was heated at 100° C. for 2 hours. The reaction mixture was concentrated and the crude solid was purified by silica gel chromatography using a 98:2 mixture of dichloromethane and methanol as eluent to afford the title product (16 mg, 10% yield). 1H NMR (400 MHz, d6-DMSO) δ: 8.38 (1H, m), 8.08 (1H, m), 7.99 (1H, m),... Starting materials: BrCCCC(C#N)(C(C)C)C1=CC(=C(C=C1)OC)OC (5-Bromo-2-(3,4-dimethoxyphenyl)-2-isopropylpentanenitrile), CNCCC=1C=C(C(=O)OCCC)C=CC1 (Propyl 3-(2-(methylamino)ethyl)benzoate). Product: C(#N)C(CCCN(CCC=1C=C(C(=O)OCCC)C=CC1)C)(C(C)C)C1=CC(=C(C=C1)OC)OC (Propyl 3-(2-((4-cyano-4-(3,4-dimethoxyphenyl)-5-methylhexyl)(methyl)amino)ethyl)benzoate). As a reaction SMILES: Br[CH2:2][CH2:3][CH2:4][C:5]([C:11]1[CH:16]=[CH:15][C:14]([O:17][CH3:18])=[C:13]([O:19][CH3:20])[CH:12]=1)([CH:8]([CH3:10])[CH3:9])[C:6]#[N:7].[CH3:21][NH:22][CH2:23][CH2:24][C:25]1[CH:26]=[C:27]([CH:34]=[CH:35][CH:36]=1)[C:28]([O:30][CH2:31][CH2:32][CH3:33])=[O:29]>>[C:6]([C:5]([C:11]1[CH:16]=[CH:15][C:14]([O:17][CH3:18])=[C:13]([O:19][CH3:20])[CH:12]=1)([CH:8]([CH3:10])[CH3:9])[CH2:4][CH2:3][CH2:2][N:22]([CH3:21])[CH2:23][CH2:24][C:25]1[CH:26]=[C:27]([CH:34]=[CH:35][CH:36]=1)[C:28]([O:30][CH2:31][CH2:32][CH3:33])=[O:29])#[N:7]. Procedure: Reaction of 1f with 2g produced 3af. MS found M+H=481. The oxalate salt of 3af was recrystallized from ethyl acetate; mp 110-114° C. The reactants are COC(=O)C=1N(C=C(C1)Br)NCC1=CC=C(C=C1)C(F)(F)F (4-bromo-1-(4-trifluoromethyl-benzylamino)-1H-pyrrole-2-carboxylic acid methyl ester), COC(CC(=O)Cl)=O (chlorocarbonyl-acetic acid methyl ester). Product: COC(=O)C=1N(C=C(C1)Br)N(CC1=CC=C(C=C1)C(F)(F)F)C(CC(=O)OC)=O (4-Bromo-1-[(2-methoxycarbonyl-acetyl)-(4-trifluoromethyl-benzyl)-amino]-1H-pyrrole-2-carboxylic acid methyl ester). RXN SMILES: [CH3:1][O:2][C:3]([C:5]1[N:6]([NH:11][CH2:12][C:13]2[CH:18]=[CH:17][C:16]([C:19]([F:22])([F:21])[F:20])=[CH:15][CH:14]=2)[CH:7]=[C:8]([Br:10])[CH:9]=1)=[O:4].[CH3:23][O:24][C:25](=[O:30])[CH2:26][C:27](Cl)=[O:28]>>[CH3:1][O:2][C:3]([C:5]1[N:6]([N:11]([C:27](=[O:28])[CH2:26][C:25]([O:24][CH3:23])=[O:30])[CH2:12][C:13]2[CH:18]=[CH:17][C:16]([C:19]([F:22])([F:20])[F:21])=[CH:15][CH:14]=2)[CH:7]=[C:8]([Br:10])[CH:9]=1)=[O:4]. Procedure details: Prepared according to the acylation condition used in Example 2 step f) from 4-bromo-1-(4-trifluoromethyl-benzylamino)-1H-pyrrole-2-carboxylic acid methyl ester (1.0 eq.) and chlorocarbonyl-acetic acid methyl ester (1.5 eq.). ESI (m/z): 477 (M+H)+. The reactants are CC(C)(C)[Si](C)(C)Cl, Cc1ccccc1O, [Na+], O=C([O-])O, CN(C)C=O, c1c[nH]cn1. The product is Cc1ccccc1O[Si](C)(C)C(C)(C)C. As a reaction SMILES: [C:1]([CH3:2])([CH3:3])([CH3:4])[Si:5]([CH3:6])([CH3:7])[Cl:8].[CH3:14][c:15]1[cH:16][cH:17][cH:18][cH:19][c:20]1[OH:21].[Na+:26].[O-:22][C:23]([OH:24])=[O:25].[O:27]=[CH:28][N:29]([CH3:30])[CH3:31].[nH:9]1[cH:10][cH:11][n:12][cH:13]1>>[C:1]([CH3:2])([CH3:3])([CH3:4])[Si:5]([CH3:6])([CH3:7])[O:21][c:20]1[c:15]([CH3:14])[cH:16][cH:17][cH:18][cH:19]1. The product is ClC=1C(=NC(=NC1)C1=CC=C(S1)S(=O)(=O)NN)NC1=NNC(=C1)C1CC1 (5-(5-chloro-4-(5-cyclopropyl-1H-pyrazol-3-ylamino)pyrimidin-2-yl)thiophene-2-sulfonohydrazide). As a reaction SMILES: [Cl:1][C:2]1[C:3]([NH:25][C:26]2[CH:30]=[C:29]([CH:31]3[CH2:33][CH2:32]3)[NH:28][N:27]=2)=[N:4][C:5]([C:8]2[S:12][C:11]([S:13]([NH:16][NH:17]C(OC(C)(C)C)=O)(=[O:15])=[O:14])=[CH:10][CH:9]=2)=[N:6][CH:7]=1>C(O)(C(F)(F)F)=O>[Cl:1][C:2]1[C:3]([NH:25][C:26]2[CH:30]=[C:29]([CH:31]3[CH2:33][CH2:32]3)[NH:28][N:27]=2)=[N:4][C:5]([C:8]2[S:12][C:11]([S:13]([NH:16][NH2:17])(=[O:14])=[O:15])=[CH:10][CH:9]=2)=[N:6][CH:7]=1. Isolated yield 38.8%. The solvent is C(=O)(C(F)(F)F)O (TFA). Reactants: ClC=1C(=NC(=NC1)C1=CC=C(S1)S(=O)(=O)NNC(=O)OC(C)(C)C)NC1=NNC(=C1)C1CC1 (Tert-butyl 2-(5-(5-chloro-4-(5-cyclopropyl-1H-pyrazol-3-ylamino)pyrimidin-2-yl)thiophen-2-ylsulfonyl)hydrazinecarboxylate). Procedure: Tert-butyl 2-(5-(5-chloro-4-(5-cyclopropyl-1H-pyrazol-3-ylamino)pyrimidin-2-yl)thiophen-2-ylsulfonyl)hydrazinecarboxylate (23 mg, 0.05 mmol, 1.0 equiv.) was stirred in TFA at r.t. for 30 min. The reaction was concentrated and to the residue was added aqueous NaHCO3 and extracted with EA (3×). The combined EA layers were dried (Na2SO4), filtered, concentrated and washed with ether to afford the 5-(5-chloro-4-(5-cyclopropyl-1H-pyrazol-3-ylamino)pyrimidin-2-yl)thiophene-2-sulfonohydrazide (Compound...